From a dataset of the Open Reaction Database (ORD), a public repository of structured organic reaction records. describe an organic reaction: reactants, conditions, products, and yield The reactants are FC(S(=O)(=O)OC=1C=CC=C2C=CC(=NC12)C1=NN=C2N1C=CC=C2)(F)F (2-([1,2,4]Triazolo[4,3-a]pyridin-3-yl)quinolin-8-yl trifluoromethanesulfonate), CC1CNCCC1 (3-methylpiperidine), C([O-])([O-])=O.[Cs+].[Cs+] (cesium carbonate), C1(=CC=CC=C1)P(C1=C(C2=CC=CC=C2C=C1)C1=C(C=CC2=CC=CC=C12)P(C1=CC=CC=C1)C1=CC=CC=C1)C1=CC=CC=C1 (2,2′-bis(diphenylphosphino)-1,1′-binaphthyl). Reagents/catalysts: C=1C=CC(=CC1)/C=C/C(=O)/C=C/C2=CC=CC=C2.C=1C=CC(=CC1)/C=C/C(=O)/C=C/C2=CC=CC=C2.C=1C=CC(=CC1)/C=C/C(=O)/C=C/C2=CC=CC=C2.[Pd].[Pd] (Pd2dba3). Reaction conditions: temperature 92 celsius, time 8 hour. Product: N=1N=C(N2C1C=CC=C2)C2=NC1=C(C=CC=C1C=C2)N2CC(CCC2)C (2-([1,2,4]triazolo[4,3-a]pyridin-3-yl)-8-(3-methylpiperidin-1-yl)quinoline), [O-]S(=O)(=O)C(F)(F)F (triflate). As a reaction SMILES: [F:1][C:2]([F:27])([F:26])[S:3]([O:6][C:7]1[CH:8]=[CH:9][CH:10]=[C:11]2[C:16]=1[N:15]=[C:14]([C:17]1[N:21]3[CH:22]=[CH:23][CH:24]=[CH:25][C:20]3=[N:19][N:18]=1)[CH:13]=[CH:12]2)(=[O:5])=[O:4].[CH3:28][CH:29]1[CH2:34][CH2:33][CH2:32][NH:31][CH2:30]1.C(=O)([O-])[O-].[Cs+].[Cs+].C1(P(C2C=CC=CC=2)C2C=CC3C(=CC=CC=3)C=2C2C3C(=CC=CC=3)C=CC=2P(C2C=CC=CC=2)C2C=CC=CC=2)C=CC=CC=1>C1C=CC(/C=C/C(/C=C/C2C=CC=CC=2)=O)=CC=1.C1C=CC(/C=C/C(/C=C/C2C=CC=CC=2)=O)=CC=1.C1C=CC(/C=C/C(/C=C/C2C=CC=CC=2)=O)=CC=1.[Pd].[Pd]>[N:19]1[N:18]=[C:17]([C:14]2[CH:13]=[CH:12][C:11]3[C:16](=[C:7]([N:31]4[CH2:32][CH2:33][CH2:34][CH:29]([CH3:28])[CH2:30]4)[CH:8]=[CH:9][CH:10]=3)[N:15]=2)[N:21]2[CH:22]=[CH:23][CH:24]=[CH:25][C:20]=12.[O-:6][S:3]([C:2]([F:27])([F:26])[F:1])(=[O:5])=[O:4] |f:2.3.4,6.7.8.9.10|. Procedure details: 2-([1,2,4]Triazolo[4,3-a]pyridin-3-yl)quinolin-8-yl trifluoromethanesulfonate (0.040 g, 0.10 mmol), 3-methylpiperidine (0.016 mL, 0.13 mmol), cesium carbonate (0.050 g, 0.15 mmol), Pd2dba3 (0.005 g, 0.005 mmol) and 2,2′-bis(diphenylphosphino)-1,1′-binaphthyl (0.006 g, 0.01 mmol) were added to minimal degassed toluene and heated to 92° C. overnight in a sealed tube. After stirring overnight, DCM was added, and solids removed through filtration (Waters filter), followed by concentration in vacuo. ... Reactants: BrC=1C(=NC=C(C1)CBr)OC (3-Bromo-5-bromomethyl-2-methoxy-pyridine), BrN1C(CCC1=O)=O (N-bromosuccinimide), N(=NC(C#N)(C)C)C(C#N)(C)C (azobisisobutyronitrile). Run in C1=CC=CC=C1 (benzene), O (H2O). Conditions: temperature 80 celsius, time 4 hour. Yields the product BrC=1C(=NC=C(C1)C(Br)Br)OC (3-Bromo-5-dibromomethyl-2-methoxy-pyridine). RXN SMILES: [Br:1][C:2]1[C:3]([O:10][CH3:11])=[N:4][CH:5]=[C:6]([CH2:8][Br:9])[CH:7]=1.[Br:12]N1C(=O)CCC1=O.N(C(C)(C)C#N)=NC(C)(C)C#N>C1C=CC=CC=1.O>[Br:1][C:2]1[C:3]([O:10][CH3:11])=[N:4][CH:5]=[C:6]([CH:8]([Br:12])[Br:9])[CH:7]=1. Procedure: 3-Bromo-5-bromomethyl-2-methoxy-pyridine (6.03 g, 21.5 mmol), N-bromosuccinimide (4.09 g, 23.0 mmol), and azobisisobutyronitrile (one scoop) were combined in benzene (40 mL) and stirred at 80° C. for 4 hours. After cooling, the mixture was diluted with H2O and extracted with EtOAc. The combined organic layers were dried over MgSO4, filtered, and concentrated to give 3-Bromo-5-dibromomethyl-2-methoxy-pyridine. Run at time 8 hour. The reactants are C(=O)(O)[O-].[Na+] (NaHCO3), [BH3-]C#N.[Na+] (NaCNBH3), BrC=1C=CC(=C2C=CNC12)F (7-bromo-4-fluoro-1H-indole), [OH-].[K+] (KOH). Run in CCOC(=O)C (EtOAc), C(C)(=O)O (acetic acid). The product is BrC=1C=CC(=C2CCNC12)F (7-Bromo-4-fluoro-2,3-dihydro-1H-indole). Reaction SMILES: [BH3-]C#N.[Na+].[Br:5][C:6]1[CH:7]=[CH:8][C:9]([F:15])=[C:10]2[C:14]=1[NH:13][CH:12]=[CH:11]2.[OH-].[K+].C([O-])(O)=O.[Na+]>C(O)(=O)C.CCOC(C)=O>[Br:5][C:6]1[CH:7]=[CH:8][C:9]([F:15])=[C:10]2[C:14]=1[NH:13][CH2:12][CH2:11]2 |f:0.1,3.4,5.6|. Procedure details: NaCNBH3 (2.4 g, 38.2 mmol) was added portionwise to a solution of 7-bromo-4-fluoro-1H-indole (1 g, 4.7 mmol) in acetic acid at −10° C. (bath temp). The reaction was stirred overnight, cooled to 0° C. (bath temp), and solid KOH was added. Saturated NaHCO3 and EtOAc were added, the layers were separated, and the organic layer evaporated. The crude product was purified by flash chromatography, giving the title compound.